The task is: describe an organic reaction: reactants, conditions, products, and yield. This data is from the Open Reaction Database (ORD), a public repository of structured organic reaction records. Starting materials: COC=1C=C(CC2N(CCC2)CCCCCCN2C(CCC2)CC2=CC(=C(C=C2)OC)OC)C=CC1OC (1,6-bis[2-(3,4-dimethoxybenzyl)pyrrolidin-1-yl]hexane), Br (hydrobromic acid). Product: Br.Br.OC=1C=C(CC2N(CCC2)CCCCCCN2C(CCC2)CC2=CC(=C(C=C2)O)O)C=CC1O (1,6-Bis[2-(3,4-dihydroxybenzyl)pyrrolidin-1-yl]hexane dihydrobromide). As a reaction SMILES: C[O:2][C:3]1[CH:4]=[C:5]([CH:34]=[CH:35][C:36]=1[O:37]C)[CH2:6][CH:7]1[CH2:11][CH2:10][CH2:9][N:8]1[CH2:12][CH2:13][CH2:14][CH2:15][CH2:16][CH2:17][N:18]1[CH2:22][CH2:21][CH2:20][CH:19]1[CH2:23][C:24]1[CH:29]=[CH:28][C:27]([O:30]C)=[C:26]([O:32]C)[CH:25]=1.[BrH:39]>>[BrH:39].[BrH:39].[OH:32][C:26]1[CH:25]=[C:24]([CH:29]=[CH:28][C:27]=1[OH:30])[CH2:23][CH:19]1[CH2:20][CH2:21][CH2:22][N:18]1[CH2:17][CH2:16][CH2:15][CH2:14][CH2:13][CH2:12][N:8]1[CH2:9][CH2:10][CH2:11][CH:7]1[CH2:6][C:5]1[CH:34]=[CH:35][C:36]([OH:37])=[C:3]([OH:2])[CH:4]=1 |f:2.3.4|. Procedure: A solution of 1,6-bis[2-(3,4-dimethoxybenzyl)pyrrolidin-1-yl]hexane (2.2 g, 4.4 mmol), from Step 2, was heated in 48% hydrobromic acid (11 mL) at reflux temperature for 3 hours (the reaction was followed by TLC on silica gel). The solution was cooled to room temperature; and the aqueous phase was decanted from the oil, which separated from solution. Toluene was added to this oil and then removed in vacuo. This addition and removal of toluene was repeated several times to remove water and hydroge... Reactants: CN1C(=NC=C1)SC(C)C=1C=CC=C2C=C(NC12)C=1SC=CN1 (7-{1-[(1-methyl-1H-imidazol-2-yl)thio]ethyl}-2-(1,3-thiazol-2-yl)-1H-indole), sodium carbonate-1, O (water), C(O)([O-])=O.[Na+] (sodium hydrogencarbonate), S(=S)(=O)([O-])[O-].[Na+].[Na+] (sodium thiosulfate). Run in C(C)#N (acetonitrile). Conditions: time 4 hour. Yields the product CN1C(=NC=C1)S(=O)(=O)C(C)C=1C=CC=C2C=C(NC12)C=1SC=CN1 (7-{1-[(1-Methyl-1H-imidazol-2-yl) sulfonyl]ethyl}-2-(1,3-thiazol-2-yl)-1H-indole). The yield is 64.0%. RXN SMILES: [CH3:1][N:2]1[CH:6]=[CH:5][N:4]=[C:3]1[S:7][CH:8]([C:10]1[CH:11]=[CH:12][CH:13]=[C:14]2[C:18]=1[NH:17][C:16]([C:19]1[S:20][CH:21]=[CH:22][N:23]=1)=[CH:15]2)[CH3:9].C(=O)([O-])[OH:25].[Na+].S([O-])([O-])(=O)=S.[Na+].[Na+].[OH2:36]>C(#N)C>[CH3:1][N:2]1[CH:6]=[CH:5][N:4]=[C:3]1[S:7]([CH:8]([C:10]1[CH:11]=[CH:12][CH:13]=[C:14]2[C:18]=1[NH:17][C:16]([C:19]1[S:20][CH:21]=[CH:22][N:23]=1)=[CH:15]2)[CH3:9])(=[O:25])=[O:36] |f:1.2,3.4.5|. Procedure: To a mixed solution of 7-{1-[(1-methyl-1H-imidazol-2-yl)thio]ethyl}-2-(1,3-thiazol-2-yl)-1H-indole (0.089 g) in acetonitrile (5 mL) and water (5 mL) was added sodium carbonate-1.5 hydrogen peroxide complex (0.530 g), and the mixture was stirred at room temperature for 4 hr. Saturated aqueous sodium hydrogencarbonate solution and 1N aqueous sodium thiosulfate solution were added, and the mixture was extracted with ethyl acetate. The extract was washed successively with water and saturated brine, ... Starting materials: CCCCNC(=O)Oc1cccc(NC(=O)CC(C)(OC)OC)c1, Cc1ccccc1. Yields the product CCCCNC(=O)Oc1cccc(NC(=O)C=C(C)OC)c1. RXN SMILES: [CH2:1]([CH2:2][CH2:3][CH3:4])[NH:5][C:6](=[O:7])[O:8][c:9]1[cH:10][c:11]([NH:12][C:13]([CH2:14][C:15]([CH3:16])([O:17][CH3:18])[O:19][CH3:20])=[O:21])[cH:22][cH:23][cH:24]1.[CH3:25][c:26]1[cH:27][cH:28][cH:29][cH:30][cH:31]1>>[CH2:1]([CH2:2][CH2:3][CH3:4])[NH:5][C:6](=[O:7])[O:8][c:9]1[cH:10][c:11]([NH:12][C:13]([CH:14]=[C:15]([CH3:16])[O:17][CH3:18])=[O:21])[cH:22][cH:23][cH:24]1. Starting materials: COC(C(C)Br)OC (bromopropionaldehyde dimethyl acetal), Mg, CON(C(=O)C1=NC=CC(=C1)Br)C (4-Bromo-pyridine-2-carboxylic acid methoxy-methyl-amide). The solvent is C1CCOC1 (THF), O (water), C(=O)=O (dry ice), C1CCOC1 (THF). Run at temperature -70 celsius, time 2 hour. Yields the product BrC1=CC(=NC=C1)C(CCC(OC)OC)=O (1-(4-Bromo-pyridin-2-yl)-4,4-dimethoxy-butan-1-one). As a reaction SMILES: CON(C)[C:4]([C:6]1[CH:11]=[C:10]([Br:12])[CH:9]=[CH:8][N:7]=1)=[O:5].[CH3:14][O:15][CH:16]([O:20][CH3:21])[CH:17](Br)[CH3:18]>C1COCC1.O.C(=O)=O>[Br:12][C:10]1[CH:9]=[CH:8][N:7]=[C:6]([C:4](=[O:5])[CH2:18][CH2:17][CH:16]([O:20][CH3:21])[O:15][CH3:14])[CH:11]=1. Procedure: To a solution of (1) (8.86 g, 36.2 mmole) in 250 mL of anhydrous THF in a 3-neck flamed dried round bottom flask at −70° C. (acetone-dry ice bath) is slowly added the Grignard reagent prepared from bromopropionaldehyde dimethyl acetal (16.5 g, 90.4 mmol) and Mg turnings (4.39 g, 181 mmol) in anhydrous THF (250 mL), maintaining internal temperature around −68° C. to −70° C. After stirring at −70° C. for 2 hours, the reaction mixture is diluted with 200 mL of water with the dry ice bath removed. T... The reactants are C(C1=CC=CC=C1)N1C(=NC2=C(C1=O)C(=NS2)C)C(C(C)C)NCCC2OCCO2 (5-Benzyl-6-[1-(2-[1,3]dioxolan-2-yl-ethylamino)-2-methyl-propyl]-3-methyl-5H-isothiazolo[5,4-d]pyrimidin-4-one), [N-]=[N+]=[N-].[Na+] (sodium azide), O (Water). Run in CN(C)C=O (DMF). Conditions: temperature 60 celsius, time 1 hour. Yields the product N(=[N+]=[N-])C(C(C)C)C=1N(C(C2=C(N1)ON=C2C)=O)CC2=CC=CC=C2 (6-(1-azido-2-methyl-propyl)-5-benzyl-3-methyl-5H-isoxazolo[5,4-d]pyrimidin-4-one). Reaction SMILES: [CH2:1]([N:8]1[C:13](=[O:14])[C:12]2[C:15]([CH3:18])=[N:16]S[C:11]=2[N:10]=[C:9]1[CH:19]([NH:23]CCC1OCCO1)[CH:20]([CH3:22])[CH3:21])[C:2]1[CH:7]=[CH:6][CH:5]=[CH:4][CH:3]=1.[N-]=[N+:32]=[N-:33].[Na+].[OH2:35]>CN(C=O)C>[N:23]([CH:19]([C:9]1[N:8]([CH2:1][C:2]2[CH:7]=[CH:6][CH:5]=[CH:4][CH:3]=2)[C:13](=[O:14])[C:12]2[C:15]([CH3:18])=[N:16][O:35][C:11]=2[N:10]=1)[CH:20]([CH3:22])[CH3:21])=[N+:32]=[N-:33] |f:1.2|. Procedure details: A suspension of 5-benzyl-6-(1-bromo-2-methyl-propyl)-3-methyl-5H-isoxazolo[5,4-d]pyramidin-4-one (method 44) (100 mg, 0.266 mmol) and sodium azide (34.5 mg, 0.53 mmol) in DMF (2 ml) was stirred at 60° C. for 1 h. Water (5 ml) was added to the mixture and then extracted with EtOAc (3×20 ml). The combined organic phases were washed with brine (10 ml), dried, concentrated to obtain 6-(1-azido-2-methyl-propyl)-5-benzyl-3-methyl-5H-isoxazolo[5,4-d]pyrimidin-4-one which was purified by ISCO (Hexane-Et... Product: CC=1C(=NOC1C1=CCC2(CCOC2)CC1)C(=O)O (4-Methyl-5-(2-oxaspiro[4.5]dec-7-en-8-yl)isoxazole-3-carboxylic acid). The solvent is CCOC(=O)C (EtOAc), CO (MeOH). Starting materials: Cl (HCl), CC=1C(=NOC1C1=CCC2(CCOC2)CC1)C(=O)OCC (Ethyl 4-methyl-5-(2-oxaspiro[4.5]dec-7-en-8-yl)isoxazole-3-carboxylate), C1CCOC1 (THF), [OH-].[Na+] (NaOH). RXN SMILES: [CH3:1][C:2]1[C:3]([C:17]([O:19]CC)=[O:18])=[N:4][O:5][C:6]=1[C:7]1[CH2:16][CH2:15][C:10]2([CH2:14][O:13][CH2:12][CH2:11]2)[CH2:9][CH:8]=1.C1COCC1.[OH-].[Na+].Cl>CO.CCOC(C)=O>[CH3:1][C:2]1[C:3]([C:17]([OH:19])=[O:18])=[N:4][O:5][C:6]=1[C:7]1[CH2:16][CH2:15][C:10]2([CH2:14][O:13][CH2:12][CH2:11]2)[CH2:9][CH:8]=1 |f:2.3|. Procedure: [Ethyl 4-methyl-5-(2-oxaspiro[4.5]dec-7-en-8-yl)isoxazole-3-carboxylate] (170 mg, 0.584 mmol) in MeOH (3.60 mL) and THF (6 mL) was treated at room temperature with 2M NaOH (aq) (0.584 mL, 1.167 mmol). The resulting mixture was stirred at room temperature and treated with 2M HCl (aq) (0.2 mL) and EtOAc. The combined organic layers were dried over MgSO4 and filtered and the solvent was removed under reduced pressure to afford the title compound; As a reaction SMILES: [Cl:1][P:2]([Cl:3])([Cl:4])([Cl:5])[Cl:6].[Cl:7][c:8]1[cH:9][c:10]2[c:11]([n:12][c:13]([S:15]([OH:16])(=[O:17])=[O:18])[nH:14]2)[cH:19][c:20]1[Cl:21].[P:22]([Cl:23])([Cl:24])([Cl:25])=[O:26]>>[Cl:1][c:13]1[n:12][c:11]2[c:10]([cH:9][c:8]([Cl:7])[c:20]([Cl:21])[cH:19]2)[nH:14]1. Starting materials: ClP(Cl)(Cl)(Cl)Cl, O=S(=O)(O)c1nc2cc(Cl)c(Cl)cc2[nH]1, O=P(Cl)(Cl)Cl. Product: Clc1nc2cc(Cl)c(Cl)cc2[nH]1. The reactants are ClC=1C(=NC(=CC1)Cl)C(=O)O (3,6-dichloropyridine-2-carboxylic acid), C[O-].[Na+] (sodium methoxide). Solvent: C(C)(=O)OCC (ethyl acetate), Cl (HCl), O1CCOCC1 (dioxane), CO (methanol). Run at temperature 85 celsius, time 14 hour. Yields the product ClC=1C(=NC(=CC1)OC)C(=O)O (3-chloro-6-methoxypyridine-2-carboxylic acid). As a reaction SMILES: [Cl:1][C:2]1[C:3]([C:9]([OH:11])=[O:10])=[N:4][C:5](Cl)=[CH:6][CH:7]=1.[CH3:12][O-:13].[Na+]>O1CCOCC1.CO.C(OCC)(=O)C.Cl>[Cl:1][C:2]1[C:3]([C:9]([OH:11])=[O:10])=[N:4][C:5]([O:13][CH3:12])=[CH:6][CH:7]=1 |f:1.2|. Reported procedure: To a solution of 3,6-dichloropyridine-2-carboxylic acid (7.10 mmol 1.36 g) in dioxane (15 mL) was added sodium methoxide (21.31 mmol 1.15 g) in methanol dropwise. The mixture was stirred at 85° C. for 14 h, cooled to rt, and diluted with ethyl acetate and aqueous HCl. The organic layer was washed with water and brine, and dried (MgSO4). Removal of the solvent provided 3-chloro-6-methoxypyridine-2-carboxylic acid which was used in the next step without further purification.